describe an organic reaction: reactants, conditions, products, and yield From a dataset of the Open Reaction Database (ORD), a public repository of structured organic reaction records. Starting materials: Cl (hydrochloric acid), C(C)OC(C(C#N)N(C(CCCC)=O)CC1=CC=C(C=C1)C1=C(C=CC=C1)S(=O)(=O)N)=O (ethyl[[[2'-(aminosulfonyl)-(1,1'-biphenyl)-4-yl]-methyl]-(1-oxopentyl)-amino]-cyanoacetate), C([O-])([O-])=O.[K+].[K+] (potassium carbonate), C(CC)N=C=O (n-propyl isocyanate). Solvent: CC(=O)C (acetone), ClCCl (dichloromethane). Yields the product C(C)OC(C(N(C(CCCC)=O)CC1=CC=C(C=C1)C1=C(C=CC=C1)S(=O)(=O)NC(=O)NCCC)C#N)=O (ethyl-cyano-[[[2'-[[[(propylamino)-carbonyl]-amino]-sulfonyl]-(1,1'-biphenyl)-4-yl]-methyl]-(1-oxopentyl)-amino]-acetate). RXN SMILES: [CH2:1]([O:3][C:4](=[O:32])[CH:5]([N:8]([CH2:15][C:16]1[CH:21]=[CH:20][C:19]([C:22]2[CH:27]=[CH:26][CH:25]=[CH:24][C:23]=2[S:28]([NH2:31])(=[O:30])=[O:29])=[CH:18][CH:17]=1)[C:9](=[O:14])[CH2:10][CH2:11][CH2:12][CH3:13])[C:6]#[N:7])[CH3:2].C(=O)([O-])[O-].[K+].[K+].[CH2:39]([N:42]=[C:43]=[O:44])[CH2:40][CH3:41].Cl>CC(C)=O.ClCCl>[CH2:1]([O:3][C:4](=[O:32])[CH:5]([C:6]#[N:7])[N:8]([CH2:15][C:16]1[CH:17]=[CH:18][C:19]([C:22]2[CH:27]=[CH:26][CH:25]=[CH:24][C:23]=2[S:28]([NH:31][C:43]([NH:42][CH2:39][CH2:40][CH3:41])=[O:44])(=[O:29])=[O:30])=[CH:20][CH:21]=1)[C:9](=[O:14])[CH2:10][CH2:11][CH2:12][CH3:13])[CH3:2] |f:1.2.3|. Procedure details: 7.2 g of the product of Stage A, 6.5 g of anhydrous potassium carbonate and 1.48 ml of n-propyl isocyanate were stirred in 180 ml of acetone at reflux for 2 hours 30 minutes. After cooling, the solution was treated with 2N hydrochloric acid and the residue obtained was dissolved in an aqueous mixture of dichloromethane. After extraction with methylene chloride, the extracts were dried and the solvents were eliminated under reduced pressure and the product was crystallized from ethyl acetate to o... The reactants are C1(=CC=CC=C1)C (toluene), ClCC(C(=O)Cl)CC(C)C (2-(Chloromethyl)-4-methylvaleryl chloride), NCCCCCCCC(=O)O (8-Amino caprylic acid). The solvent is C1CCOC1 (THF), C1CCOC1 (THF), O (water), [OH-].[Na+] (sodium hydroxide), O (water), [OH-].[Na+] (sodium hydroxide). Reaction conditions: temperature 5 celsius, time 16 hour. The product is ClCC(C(=O)NCCCCCCCC(=O)O)CC(C)C (8-[[2-(Chloromethyl)-4-methyl-1-oxopentyl]amino]octanoic acid). Reaction SMILES: [NH2:1][CH2:2][CH2:3][CH2:4][CH2:5][CH2:6][CH2:7][CH2:8][C:9]([OH:11])=[O:10].C1(C)C=CC=CC=1.[Cl:19][CH2:20][CH:21]([CH2:25][CH:26]([CH3:28])[CH3:27])[C:22](Cl)=[O:23]>O.[OH-].[Na+].C1COCC1>[Cl:19][CH2:20][CH:21]([CH2:25][CH:26]([CH3:28])[CH3:27])[C:22]([NH:1][CH2:2][CH2:3][CH2:4][CH2:5][CH2:6][CH2:7][CH2:8][C:9]([OH:11])=[O:10])=[O:23] |f:4.5|. Procedure: 8-Amino caprylic acid (4.3 g) is dissolved in 20 ml of water containing 1.1 g of sodium hydroxide. To this is added 20 ml of THF, and 5 ml of toluene, and the solution is cooled to 5° C. 2-(Chloromethyl)-4-methylvaleryl chloride is dissolved in 10 ml of THF and added dropwise to the above solution. The pH of the reaction mixture is maintained between 8 and 9 during the reaction time by the addition of a total of 1.1 g of sodium hydroxide in 20 ml of water, as needed. After stirring at room tempe...